This data is from the Open Reaction Database (ORD), a public repository of structured organic reaction records. The task is: describe an organic reaction: reactants, conditions, products, and yield Starting materials: [H-].[H-].[H-].[H-].[Li+].[Al+3] (LAH), C(C)OC(=O)C=1N(C2=CC=C(C=C2C1)OC=1SC2=C(N1)C=CC=C2)CC (5-(benzothiazol-2-yloxy)-1-ethyl-1H-indole-2-carboxylic acid ethyl ester), O (H2O). Run in C1CCOC1 (THF). Conditions: temperature -78 celsius, time 1 hour. Product: S1C(=NC2=C1C=CC=C2)OC=2C=C1C=C(N(C1=CC2)CC)CO ([5-(Benzothiazol-2-yloxy)-1-ethyl-1H-indol-2-yl]-methanol). Isolated yield 49.7%. Reaction SMILES: C([O:3][C:4]([C:6]1[N:7]([CH2:25][CH3:26])[C:8]2[C:13]([CH:14]=1)=[CH:12][C:11]([O:15][C:16]1[S:17][C:18]3[CH:24]=[CH:23][CH:22]=[CH:21][C:19]=3[N:20]=1)=[CH:10][CH:9]=2)=O)C.[H-].[H-].[H-].[H-].[Li+].[Al+3].O>C1COCC1>[S:17]1[C:18]2[CH:24]=[CH:23][CH:22]=[CH:21][C:19]=2[N:20]=[C:16]1[O:15][C:11]1[CH:12]=[C:13]2[C:8](=[CH:9][CH:10]=1)[N:7]([CH2:25][CH3:26])[C:6]([CH2:4][OH:3])=[CH:14]2 |f:1.2.3.4.5.6|. Procedure: To a cooled (−78° C.) solution of [5-(benzothiazol-2-yloxy)-1-ethyl-1H-indole-2-carboxylic acid ethyl ester (1.05 g, 3.1 mmol) in THF (30 mL) was added LAH (1 M in THF, 0.8 mL, 0.72 g, 7.8 mmol) and the reaction mixture was stirred (−78° C., 1 h) and allowed to warm (rt, 12 h). The reaction mixture was treated with H2O (10 mL). The organic layer was separated and the aqueous layer was extracted with EtOAc (3×30 mL). The organic layer was dried, filtered and concentrated in vacuo. The resulting r... Starting materials: FC(CO[C@@H]1CC[C@H](CC1)N1C(C2=CC=CC=C2C1=O)=O)C1=CC=CC=C1 (racemic trans-2-[4-(2-fluoro-2-phenyl-ethoxy)-cyclohexyl]-isoindole-1,3-dione), O.NN (hydrazine hydrate), Cl (HCl). Solvent: C1CCOC1 (THF), C(C)O (ethanol). Run at time 1 hour. Yields the product FC(CO[C@@H]1CC[C@H](CC1)N)C1=CC=CC=C1 (trans-4-(2-Fluoro-2-phenyl-ethoxy)-cyclohexyl-amine). Yield: 88.5%. Reaction SMILES: [F:1][CH:2]([C:22]1[CH:27]=[CH:26][CH:25]=[CH:24][CH:23]=1)[CH2:3][O:4][C@H:5]1[CH2:10][CH2:9][C@H:8]([N:11]2C(=O)C3C(=CC=CC=3)C2=O)[CH2:7][CH2:6]1.O.NN.Cl>C1COCC1.C(O)C>[F:1][CH:2]([C:22]1[CH:23]=[CH:24][CH:25]=[CH:26][CH:27]=1)[CH2:3][O:4][C@H:5]1[CH2:6][CH2:7][C@H:8]([NH2:11])[CH2:9][CH2:10]1 |f:1.2|. Reported procedure: To a solution of 0.7 g of racemic trans-2-[4-(2-fluoro-2-phenyl-ethoxy)-cyclohexyl]-isoindole-1,3-dione in 15 mL of THF and 15 mL of ethanol was added 0.3 mL of hydrazine hydrate and the mixture heated to reflux for 4 h, then 5 mL of 6N HCl was added and the reflux was continued for 1 h. The cooled mixture was concentrated under reduced pressure to remove ethanol and filtered. The filter pad was washed with 2×10 mL of dilute HCl and the combined filtrates basified to pH 10 with 20% sodium hydrox... Reactants: C1(=CC=C(C=C1)S(=O)(=O)OCCCN1C(SC2=C1C=CC(=C2)OC(F)(F)F)=NC(C(F)(F)F)=O)C (3-(2-Trifluoroacetylimino-6-trifluoromethoxy-3-benzothiazolinyl)propyl p-toluenesulphonate), C[S-].[Na+] (sodium methanethiolate). Solvent: C(C)O (ethanol). The product is N=C1SC2=C(N1CCCSC)C=CC(=C2)OC(F)(F)F (2-imino-3-(3-methylthiopropyl)-6-trifluoromethoxybenzothiazoline). Isolated yield 81.5%. RXN SMILES: C1(C)C=CC(S(O[CH2:11][CH2:12][CH2:13][N:14]2[C:18]3[CH:19]=[CH:20][C:21]([O:23][C:24]([F:27])([F:26])[F:25])=[CH:22][C:17]=3[S:16][C:15]2=[N:28]C(=O)C(F)(F)F)(=O)=O)=CC=1.[CH3:36][S-:37].[Na+]>C(O)C>[NH:28]=[C:15]1[N:14]([CH2:13][CH2:12][CH2:11][S:37][CH3:36])[C:18]2[CH:19]=[CH:20][C:21]([O:23][C:24]([F:25])([F:26])[F:27])=[CH:22][C:17]=2[S:16]1 |f:1.2|. Reported procedure: 3-(2-Trifluoroacetylimino-6-trifluoromethoxy-3-benzothiazolinyl)propyl p-toluenesulphonate (3.88 g) and sodium methanethiolate (1.03 g) in absolute ethanol (20 cc) are heated at 60° C. for 6 hours. After cooling to a temperature close to 20° C., the reaction mixture is concentrated to dryness under reduced pressure (20 mm Hg; 2.7 kPa). The oily residue is taken up in distilled water (50 cc) and the organic phase is extracted with ethyl ether (50 cc). After drying over magnesium sulphate and conc...